This data is from the Open Reaction Database (ORD), a public repository of structured organic reaction records. The task is: describe an organic reaction: reactants, conditions, products, and yield Starting materials: COC(=O)C(C(C)C)N(Cc1cccnc1)S(=O)(=O)c1ccc(OC)cc1, Cl, Cl, O. The product is COc1ccc(S(=O)(=O)N(Cc2cccnc2)C(C(=O)O)C(C)C)cc1, Cl. Reaction SMILES: [CH3:2][O:3][c:4]1[cH:5][cH:6][c:7]([S:10](=[O:11])(=[O:12])[N:13]([CH:14]([C:15](=[O:16])[O:17][CH3:18])[CH:19]([CH3:20])[CH3:21])[CH2:22][c:23]2[cH:24][n:25][cH:26][cH:27][cH:28]2)[cH:8][cH:9]1.[ClH:1].[ClH:29].[OH2:30]>>[CH3:2][O:3][c:4]1[cH:5][cH:6][c:7]([S:10](=[O:11])(=[O:12])[N:13]([CH:14]([C:15](=[O:16])[OH:17])[CH:19]([CH3:20])[CH3:21])[CH2:22][c:23]2[cH:24][n:25][cH:26][cH:27][cH:28]2)[cH:8][cH:9]1.[ClH:1].